From a dataset of the Open Reaction Database (ORD), a public repository of structured organic reaction records. describe an organic reaction: reactants, conditions, products, and yield The reactants are CCCN(C)CCC#CC1CCN(S(=O)(=O)c2ccc(C(F)(F)F)cc2)CC1, CCO. Product: CCCN(C)CCCCC1CCN(S(=O)(=O)c2ccc(C(F)(F)F)cc2)CC1. As a reaction SMILES: [CH3:1][N:2]([CH2:3][CH2:4][C:5]#[C:6][CH:7]1[CH2:8][CH2:9][N:10]([S:13](=[O:14])(=[O:15])[c:16]2[cH:17][cH:18][c:19]([C:22]([F:23])([F:24])[F:25])[cH:20][cH:21]2)[CH2:11][CH2:12]1)[CH2:26][CH2:27][CH3:28].[CH3:29][CH2:30][OH:31]>>[CH3:1][N:2]([CH2:3][CH2:4][CH2:5][CH2:6][CH:7]1[CH2:8][CH2:9][N:10]([S:13](=[O:14])(=[O:15])[c:16]2[cH:17][cH:18][c:19]([C:22]([F:23])([F:24])[F:25])[cH:20][cH:21]2)[CH2:11][CH2:12]1)[CH2:26][CH2:27][CH3:28]. Starting materials: ClCCCN1C(OC2=C1C=CC=C2)=O (3-(3-chloropropyl)benzo[d]oxazol-2(3H)-one), [I-].[Na+] (sodium iodide). The solvent is CC(=O)C (acetone). Product: ICCCN1C(OC2=C1C=CC=C2)=O (3-(3-Iodopropyl)benzo[d]oxazol-2 (3H)-one). Yield: 82.7%. Reaction SMILES: Cl[CH2:2][CH2:3][CH2:4][N:5]1[C:9]2[CH:10]=[CH:11][CH:12]=[CH:13][C:8]=2[O:7][C:6]1=[O:14].[I-:15].[Na+]>CC(C)=O>[I:15][CH2:2][CH2:3][CH2:4][N:5]1[C:9]2[CH:10]=[CH:11][CH:12]=[CH:13][C:8]=2[O:7][C:6]1=[O:14] |f:1.2|. Procedure: To a solution of 3-(3-chloropropyl)benzo[d]oxazol-2(3H)-one (3.04 g, 14.36 mmol) in acetone (60 mL), was added sodium iodide (4.3 g, 28.73 mmol). After refluxing for 60 hours, the reaction mixture was filtered. The filtrate was washed with water and dried to obtain the title compound (3.6 g, 83%); 1H NMR (DMSO-d6): δ 2.19-2.24 (m, 2H), 3.28 (t, 2H, J=6.8 Hz), 3.87 (t, 2H, J=6.8 Hz), 7.11 (t, 1H, J=8 Hz), 7.22 (t, 1H, J=8 Hz), 7.32 (t, 2H, J=8.4 Hz). MS for C10H10INO2 m/z 304.33 (M+H)+. Starting materials: Compound 101, [Na] (Sodium), C(C)(=O)C=1C(=C(C(=NC1C(F)(F)F)C(F)F)C(=O)OC)CC(C)C (Methyl 5-acetyl-2-(difluoromethyl)-4-(2-methylpropyl)-6-(trifluoromethyl)-3-pyridinecarboxylate), heterocycle, N(=O)OCCC(C)C (isoamyl nitrite). The solvent is CO (methanol). Conditions: temperature 25 celsius, time 8 hour. The product is N1=CC(=CC=C1)C(=O)O (3-pyridinecarboxylic acid). Isolated yield 313.5%. As a reaction SMILES: [Na].C([C:5]1[C:6](CC(C)C)=[C:7]([C:18]([O:20]C)=[O:19])[C:8](C(F)F)=[N:9][C:10]=1C(F)(F)F)(=O)C.N(OCCC(C)C)=O>CO>[N:9]1[CH:10]=[CH:5][CH:6]=[C:7]([C:18]([OH:20])=[O:19])[CH:8]=1 |^1:0|. Reported procedure: This example illustrates the preparation of Compound 101, an example of the formation of the heterocycle by cycloaddition reaction. Sodium (7.87 g, 0.35 mol) was cautiously added in portions to 250 mL methanol under nitrogen. Methyl 5-acetyl-2-(difluoromethyl)-4-(2-methylpropyl)-6-(trifluoromethyl)-3-pyridinecarboxylate (20 g, 0.057 mol) was added at 25° C., followed by dropwise addition of isoamyl nitrite (33.15 g, 0.283 mol). The mixture was stirred overnight at 25° C., then quenched with ice/... The reactants are COC(=O)CBr, O=C([O-])[O-], CN(C)C=O, [K+], [K+], O, Cc1ccc(-c2c(CNC(=O)OC(C)(C)C)c(CC(C)C)nc3ccc(O)cc23)cc1. Yields the product COC(=O)COc1ccc2nc(CC(C)C)c(CNC(=O)OC(C)(C)C)c(-c3ccc(C)cc3)c2c1. RXN SMILES: [Br:32][CH2:33][C:34](=[O:35])[O:36][CH3:37].[C:38](=[O:39])([O-:40])[O-:41].[CH3:44][N:45]([CH3:46])[CH:47]=[O:48].[K+:42].[K+:43].[OH2:49].[OH:1][c:2]1[cH:3][c:4]2[c:5](-[c:25]3[cH:26][cH:27][c:28]([CH3:31])[cH:29][cH:30]3)[c:6]([CH2:16][NH:17][C:18]([O:19][C:20]([CH3:21])([CH3:22])[CH3:23])=[O:24])[c:7]([CH2:12][CH:13]([CH3:14])[CH3:15])[n:8][c:9]2[cH:10][cH:11]1>>[O:1]([c:2]1[cH:3][c:4]2[c:5](-[c:25]3[cH:26][cH:27][c:28]([CH3:31])[cH:29][cH:30]3)[c:6]([CH2:16][NH:17][C:18]([O:19][C:20]([CH3:21])([CH3:22])[CH3:23])=[O:24])[c:7]([CH2:12][CH:13]([CH3:14])[CH3:15])[n:8][c:9]2[cH:10][cH:11]1)[CH2:33][C:34](=[O:35])[O:36][CH3:37]. Starting materials: N#Cc1ccc2c(c1)CC(C=O)C2, Cc1ccc2c(c1)nc(C)n2C1CCC(N)CC1, Cl. The product is Cc1ccc2c(c1)nc(C)n2C1CCC(NCC2Cc3ccc(C#N)cc3C2)CC1. RXN SMILES: [C:20](#[N:21])[c:22]1[cH:23][c:24]2[c:28]([cH:29][cH:30]1)[CH2:27][CH:26]([CH:31]=[O:32])[CH2:25]2.[CH3:2][c:3]1[n:4][c:5]2[c:6]([n:7]1[CH:8]1[CH2:9][CH2:10][CH:11]([NH2:14])[CH2:12][CH2:13]1)[cH:15][cH:16][c:17]([CH3:19])[cH:18]2.[ClH:1]>>[CH3:2][c:3]1[n:4][c:5]2[c:6]([n:7]1[CH:8]1[CH2:9][CH2:10][CH:11]([NH:14][CH2:31][CH:26]3[CH2:25][c:24]4[cH:23][c:22]([C:20]#[N:21])[cH:30][cH:29][c:28]4[CH2:27]3)[CH2:12][CH2:13]1)[cH:15][cH:16][c:17]([CH3:19])[cH:18]2. Starting materials: C(C)(C)(C)OC(=O)N1[C@@H](CC(C1)=NOC)C(=O)O ((2S,4EZ)-1-(tert-butoxycarbonyl)-4-(methoxyimino)-2-pyrrolidinecarboxylic acid), CC1=C(C=CC=C1)C1=CC=C(C=C1)C(=O)O (2′-methyl[1,1′-biphenyl]-4-carboxylic acid), NCC(COC1=CC=CC=C1)O ((2RS)-1-amino-3-phenoxy-2-propanol). The product is OC(CNC(=O)[C@H]1N(CC(C1)=NOC)C(=O)C1=CC=C(C=C1)C1=C(C=CC=C1)C)COC1=CC=CC=C1 ((2S,4EZ)-N-[(2RS)-2-hydroxy-3-phenoxypropyl]-4-(methoxyimino)-1-[(2′-methyl[1,1′-biphenyl]-4-yl)carbonyl]-2-pyrrolidinecarboxamide). Reaction SMILES: C(O[C:6]([N:8]1[CH2:12][C:11](=[N:13][O:14][CH3:15])[CH2:10][C@H:9]1[C:16]([OH:18])=O)=[O:7])(C)(C)C.[CH3:19][C:20]1[CH:25]=[CH:24][CH:23]=[CH:22][C:21]=1[C:26]1[CH:31]=[CH:30][C:29](C(O)=O)=[CH:28][CH:27]=1.[NH2:35][CH2:36][CH:37]([OH:46])[CH2:38][O:39][C:40]1[CH:45]=[CH:44][CH:43]=[CH:42][CH:41]=1>>[OH:46][CH:37]([CH2:38][O:39][C:40]1[CH:45]=[CH:44][CH:43]=[CH:42][CH:41]=1)[CH2:36][NH:35][C:16]([C@@H:9]1[CH2:10][C:11](=[N:13][O:14][CH3:15])[CH2:12][N:8]1[C:6]([C:29]1[CH:28]=[CH:27][C:26]([C:21]2[CH:22]=[CH:23][CH:24]=[CH:25][C:20]=2[CH3:19])=[CH:31][CH:30]=1)=[O:7])=[O:18]. Procedure: Following the general method as outlined in Example 22, starting from (2S,4EZ)-1-(tert-butoxycarbonyl)-4-(methoxyimino)-2-pyrrolidinecarboxylic acid, 2′-methyl[1,1′-biphenyl]-4-carboxylic acid, and (2RS)-1-amino-3-phenoxy-2-propanol, the title compound was obtained in 80% purity by HPLC. MS(ESI+): m/z=502. The reactants are CS(=O)C1=CC=2C(N3C(NC2C=C1)=CC(=N3)C(=O)O)=O (4,9-dihydro-7-(methylsulfinyl)-9-oxo-pyrazolo-[5,1-b]quinazoline-2-carboxylic acid), O.NC1=NN=NN1 (5-amino-1-H-tetrazole, monohydrate), CN(C)C=O (DMF), C(=O)(N1C=NC=C1)N1C=NC=C1 (1,1'-carbonyl-diimidazole). Run in N1=CC=CC=C1 (pyridine). Yields the product CS(=O)C1=CC=2C(N3C(NC2C=C1)=CC(=N3)C(=O)NC3=NN=NN3)=O (4,9-dihydro-7-(methylsulfinyl)-9-oxo-N-1H-tetrazol-5-yl-pyrazolo[5,1-b]quinazoline-2-carboxamide). Reaction SMILES: [CH3:1][S:2]([C:4]1[CH:13]=[CH:12][C:11]2[NH:10][C:9]3=[CH:14][C:15]([C:17]([OH:19])=O)=[N:16][N:8]3[C:7](=[O:20])[C:6]=2[CH:5]=1)=[O:3].CN(C=O)C.C(N1C=CN=C1)(N1C=CN=C1)=O.O.[NH2:39][C:40]1[NH:44][N:43]=[N:42][N:41]=1>N1C=CC=CC=1>[CH3:1][S:2]([C:4]1[CH:13]=[CH:12][C:11]2[NH:10][C:9]3=[CH:14][C:15]([C:17]([NH:39][C:40]4[NH:44][N:43]=[N:42][N:41]=4)=[O:19])=[N:16][N:8]3[C:7](=[O:20])[C:6]=2[CH:5]=1)=[O:3] |f:3.4|. Procedure details: From 4,9-dihydro-7-(methylsulfinyl)-9-oxo-pyrazolo-[5,1-b]quinazoline-2-carboxylic acid (1.40 g; 5 mmole), DMF (50 ml), 1,1'-carbonyl-diimidazole (2.43 g; is mmole) and 5-amino-1-H-tetrazole, monohydrate (0.62 g; 6 mmole), following the procedure of Example 3, there is obtained 4,9-dihydro-7-(methylsulfinyl)-9-oxo-N-1H-tetrazol-5-yl-pyrazolo[5,1-b]quinazoline-2-carboxamide with pyridine (4:3), mp>350°; after crystallization from pyridine-ether.